From a dataset of the Open Reaction Database (ORD), a public repository of structured organic reaction records. describe an organic reaction: reactants, conditions, products, and yield Reactants: CSC1CC(C)CCC1C(C)C, CC(=O)O, O=S(=O)([O-])[O-], OO. Yields the product CC1CCC(C(C)C)C(S(C)=O)C1. Reaction SMILES: [CH3:1][S:2][CH:3]1[CH2:4][CH:5]([CH3:12])[CH2:6][CH2:7][CH:8]1[CH:9]([CH3:10])[CH3:11].[CH3:20][C:21](=[O:22])[OH:23].[O-:15][S:16](=[O:17])(=[O:18])[O-:19].[OH:13][OH:14]>>[CH3:1][S:2]([CH:3]1[CH2:4][CH:5]([CH3:12])[CH2:6][CH2:7][CH:8]1[CH:9]([CH3:10])[CH3:11])=[O:15]. Reactants: [Li]CCCC, C#Cc1ccc2c(c1)C(C)(C)CCS2, CCCCCC, CCOC(=O)c1ccc(Cl)nc1, C1CCOC1. Yields the product CCOC(=O)c1ccc(C#Cc2ccc3c(c2)C(C)(C)CCS3)nc1. As a reaction SMILES: [CH2:15]([Li:16])[CH2:17][CH2:18][CH3:19].[CH3:1][C:2]1([CH3:14])[CH2:3][CH2:4][S:5][c:6]2[cH:7][cH:8][c:9]([C:12]#[CH:13])[cH:10][c:11]21.[CH3:37][CH2:38][CH2:39][CH2:40][CH2:41][CH3:42].[Cl:20][c:21]1[n:22][cH:23][c:24]([C:25](=[O:26])[O:27][CH2:28][CH3:29])[cH:30][cH:31]1.[O:32]1[CH2:33][CH2:34][CH2:35][CH2:36]1>>[CH3:1][C:2]1([CH3:14])[CH2:3][CH2:4][S:5][c:6]2[cH:7][cH:8][c:9]([C:12]#[C:13][c:21]3[n:22][cH:23][c:24]([C:25](=[O:26])[O:27][CH2:28][CH3:29])[cH:30][cH:31]3)[cH:10][c:11]21. Product: CCCCn1c2c(cc(NC(=O)NCc3ccccc3)c1=O)CCCC2. The reactants are CC(=O)O, O=C=NCc1ccccc1, ClCCl, CN(C)c1ccncc1, Cl, CCCCn1c2c(cc(N)c1=O)CCCC2. As a reaction SMILES: [C:1]([OH:2])(=[O:3])[CH3:4].[CH2:21]([c:22]1[cH:23][cH:24][cH:25][cH:26][cH:27]1)[N:28]=[C:29]=[O:30].[CH2:32]([Cl:33])[Cl:34].[CH3:35][N:36]([CH3:37])[c:38]1[cH:39][cH:40][n:41][cH:42][cH:43]1.[ClH:31].[NH2:5][c:6]1[c:7](=[O:20])[n:8]([CH2:16][CH2:17][CH2:18][CH3:19])[c:9]2[c:14]([cH:15]1)[CH2:13][CH2:12][CH2:11][CH2:10]2>>[NH:5]([c:6]1[c:7](=[O:20])[n:8]([CH2:16][CH2:17][CH2:18][CH3:19])[c:9]2[c:14]([cH:15]1)[CH2:13][CH2:12][CH2:11][CH2:10]2)[C:29]([NH:28][CH2:21][c:22]1[cH:23][cH:24][cH:25][cH:26][cH:27]1)=[O:30]. The product is N1=CC=C(C=C1)C(C)=NNC(=O)C1CCCCC1 (cyclohexanecarboxylic acid [1-(4-pyridinyl)ethylidene]hydrazide). Reaction SMILES: [CH:1]1([C:7]([NH:9][NH2:10])=[O:8])[CH2:6][CH2:5][CH2:4][CH2:3][CH2:2]1.[C:11]([C:14]1[CH:19]=[CH:18][N:17]=[CH:16][CH:15]=1)(=O)[CH3:12]>C(O)C>[N:17]1[CH:18]=[CH:19][C:14]([C:11](=[N:10][NH:9][C:7]([CH:1]2[CH2:6][CH2:5][CH2:4][CH2:3][CH2:2]2)=[O:8])[CH3:12])=[CH:15][CH:16]=1. Isolated yield 73.1%. Starting materials: C1(CCCCC1)C(=O)NN (cyclohexanecarboxylic acid hydrazide), C(C)(=O)C1=CC=NC=C1 (4-acetylpyridine). Run in C(C)O (ethanol). Reported procedure: A solution of 4.26 gm (0.03 mole) of cyclohexanecarboxylic acid hydrazide, 3.63 gm (0.03 mole) of 4-acetylpyridine and 100 ml of ethanol is refluxed 7 hr. The solvent is evaporated in vacuo to give a white solid. The product is crystallized from ethyl acetate to yield 5.38 gm (73%) of the title compound having a melting point of 195.3° C. Starting materials: O1CCC(CC1)OCC1CCN(CC1)C=1C=CC=2N(N1)C(=NN2)C(F)(F)F (6-[4-[(tetrahydro-2H-pyran-4-yloxy)methyl]piperidin-1-yl]-3-(trifluoromethyl)[1,2,4]triazolo[4,3-b]pyridazine), ClC1=CC=CC(=N1)O (6-chloropyridin-2-ol). The product is ClC1=CC=CC(=N1)OCC1CCN(CC1)C=1C=CC=2N(N1)C(=NN2)C(F)(F)F (6-[4-[[(6-chloropyridin-2-yl)oxy]methyl]piperidin-1-yl]-3-(trifluoromethyl)[1,2,4]triazolo[4,3-b]pyridazine). Isolated yield 75.0%. RXN SMILES: O1CC[CH:4]([O:7][CH2:8][CH:9]2[CH2:14][CH2:13][N:12]([C:15]3[CH:16]=[CH:17][C:18]4[N:19]([C:21]([C:24]([F:27])([F:26])[F:25])=[N:22][N:23]=4)[N:20]=3)[CH2:11][CH2:10]2)[CH2:3][CH2:2]1.[Cl:28][C:29]1[N:34]=C(O)C=C[CH:30]=1>>[Cl:28][C:29]1[N:34]=[C:4]([O:7][CH2:8][CH:9]2[CH2:10][CH2:11][N:12]([C:15]3[CH:16]=[CH:17][C:18]4[N:19]([C:21]([C:24]([F:27])([F:25])[F:26])=[N:22][N:23]=4)[N:20]=3)[CH2:13][CH2:14]2)[CH:3]=[CH:2][CH:30]=1. Procedure details: Obtained in 75% yield by an analogous method to Example 447, starting from [1-[3-(trifluoromethyl)-[1,2,4]triazolo[4,3-b]pyridazin-6-yl]piperidin-4-yl]methanol (obtained as described in Example 294, preparation of starting materials) and 6-chloropyridin-2-ol. Starting materials: Cl.O[C@@H]1C[C@H](NC1)C(=O)OC (trans-4-hydroxy-L-proline, methyl ester, hydrochloride), ICCCCCCCCCCCC (1-iodododecane), C([O-])([O-])=O.[K+].[K+] (potassium carbonate). Run in C(C)(=O)OCC (ethyl acetate), CO (methanol). The product is C(CCCCCCCCCCC)N1[C@@H](C[C@H](C1)O)C(=O)OC ((2S, 4R)-1-N-Dodecyl-4-hydroxypyrrolidine-2-carboxylic acid, methyl ester). Yield: 53.9%. As a reaction SMILES: Cl.[OH:2][C@H:3]1[CH2:7][NH:6][C@H:5]([C:8]([O:10][CH3:11])=[O:9])[CH2:4]1.I[CH2:13][CH2:14][CH2:15][CH2:16][CH2:17][CH2:18][CH2:19][CH2:20][CH2:21][CH2:22][CH2:23][CH3:24].C(=O)([O-])[O-].[K+].[K+]>CO.C(OCC)(=O)C>[CH2:24]([N:6]1[CH2:7][C@H:3]([OH:2])[CH2:4][C@H:5]1[C:8]([O:10][CH3:11])=[O:9])[CH2:23][CH2:22][CH2:21][CH2:20][CH2:19][CH2:18][CH2:17][CH2:16][CH2:15][CH2:14][CH3:13] |f:0.1,3.4.5|. Procedure: A solution of trans-4-hydroxy-L-proline, methyl ester, hydrochloride (4.0 g, 22.02 mmol) and 1-iodododecane (3.04 g, 44.04 mmol) in methanol (30 ml) was treated with potassium carbonate. The mixture was stirred and refluxed for 7 h, cooled to r.t., diluted with ethyl acetate (700 ml), washed with water (400 ml), brine (200 ml), dried over magnesium sulfate and concentrated in vacuo. The residue was chromatographed on silica gel (petroleum ether/ethyl acetate 60:40 to 40:60) to afford the title c...